From a dataset of the Open Reaction Database (ORD), a public repository of structured organic reaction records. describe an organic reaction: reactants, conditions, products, and yield Yields the product CC1CN(c2cc[n+]([O-])cc2C(F)(F)F)CCN1S(=O)(=O)c1ccc(C(C)(O)C(F)(F)F)cc1. RXN SMILES: [CH3:37][OH:38].[Cl:34][CH2:35][Cl:36].[F:1][C:2]([C:3]([CH3:4])([OH:5])[c:6]1[cH:7][cH:8][c:9]([S:12](=[O:13])(=[O:14])[N:15]2[CH:16]([CH3:31])[CH2:17][N:18]([c:21]3[c:22]([C:27]([F:28])([F:29])[F:30])[cH:23][n:24][cH:25][cH:26]3)[CH2:19][CH2:20]2)[cH:10][cH:11]1)([F:32])[F:33]>>[F:1][C:2]([C:3]([CH3:4])([OH:5])[c:6]1[cH:7][cH:8][c:9]([S:12](=[O:13])(=[O:14])[N:15]2[CH:16]([CH3:31])[CH2:17][N:18]([c:21]3[c:22]([C:27]([F:28])([F:29])[F:30])[cH:23][n+:24]([O-:38])[cH:25][cH:26]3)[CH2:19][CH2:20]2)[cH:10][cH:11]1)([F:32])[F:33]. The reactants are CO, ClCCl, CC1CN(c2ccncc2C(F)(F)F)CCN1S(=O)(=O)c1ccc(C(C)(O)C(F)(F)F)cc1. Reactants: Cl (HCl), BrC1=CC(=C(C(=C1)C)N1C=C(C2=C1N=C(N=C2N2CCC(CC2)CO)C)C)C ({1-[7-(4-bromo-2,6-dimethylphenyl)-2,5-dimethyl-7H-pyrrolo[2,3-d]pyrimidin-4-yl]piperidin-4-yl}methanol), ice. Run in O (water). Conditions: time 5 minute. Yields the product Cl.BrC1=CC(=C(C(=C1)C)N1C=C(C2=C1N=C(N=C2N2CCC(CC2)CO)C)C)C ({1-[7-(4-bromo-2,6-dimethylphenyl)-2,5-dimethyl-7H-pyrrolo[2,3-d]pyrimidin-4-yl]piperidin-4-yl}methanol hydrochloride). As a reaction SMILES: [Br:1][C:2]1[CH:7]=[C:6]([CH3:8])[C:5]([N:9]2[C:13]3[N:14]=[C:15]([CH3:26])[N:16]=[C:17]([N:18]4[CH2:23][CH2:22][CH:21]([CH2:24][OH:25])[CH2:20][CH2:19]4)[C:12]=3[C:11]([CH3:27])=[CH:10]2)=[C:4]([CH3:28])[CH:3]=1.[ClH:29]>O>[ClH:29].[Br:1][C:2]1[CH:7]=[C:6]([CH3:8])[C:5]([N:9]2[C:13]3[N:14]=[C:15]([CH3:26])[N:16]=[C:17]([N:18]4[CH2:23][CH2:22][CH:21]([CH2:24][OH:25])[CH2:20][CH2:19]4)[C:12]=3[C:11]([CH3:27])=[CH:10]2)=[C:4]([CH3:28])[CH:3]=1 |f:3.4|. Procedure: To a suspension of {1-[7-(4-bromo-2,6-dimethylphenyl)-2,5-dimethyl-7H-pyrrolo[2,3-d]pyrimidin-4-yl]piperidin-4-yl}methanol (0.71 g) in water (7 mL) was added concentrated HCl aqueous solution (0.15 mL) under ice-cooling. The mixture was stirred at room temperature for 5 minutes, cooled with an ice-bath again, and stirred for 15 minutes in an ice-cooling bath. The precipitate was collected by filtration, washed with water and dried to give the title compound (0.73 g).